describe an organic reaction: reactants, conditions, products, and yield From a dataset of the Open Reaction Database (ORD), a public repository of structured organic reaction records. Starting materials: COC1=C(CNC(=N)NC=2SC=C(N2)C2NCCC2)C(=CC=C1)OC (N-(2,6-dimethoxybenzyl)-N′-(4-pyrrolidine-2-yl-1,3-thiazole-2-yl)guanidine), C(C1=CC=CC=C1)Br (benzyl bromide), C1(=NNNCCCCCC1)C1=CCCCCCCCC1 (triazabicyclodecene). The solvent is C(C)#N (acetonitrile). The product is C(C1=CC=CC=C1)N1C(CCC1)C=1N=C(SC1)NC(=N)NCC1=C(C=CC=C1OC)OC (N-[4-(1-benzylpyrrolidine-2-yl)-1,3-thiazole-2-yl]-N′-(2,6-dimethoxybenzyl)guanidine). Isolated yield 50.6%. RXN SMILES: [CH3:1][O:2][C:3]1[CH:23]=[CH:22][CH:21]=[C:20]([O:24][CH3:25])[C:4]=1[CH2:5][NH:6][C:7]([NH:9][C:10]1[S:11][CH:12]=[C:13]([CH:15]2[CH2:19][CH2:18][CH2:17][NH:16]2)[N:14]=1)=[NH:8].[CH2:26](Br)[C:27]1[CH:32]=[CH:31][CH:30]=[CH:29][CH:28]=1.C1(C2CCCCCCCCC=2)CCCCCCNNN=1>C(#N)C>[CH2:26]([N:16]1[CH2:17][CH2:18][CH2:19][CH:15]1[C:13]1[N:14]=[C:10]([NH:9][C:7]([NH:6][CH2:5][C:4]2[C:3]([O:2][CH3:1])=[CH:23][CH:22]=[CH:21][C:20]=2[O:24][CH3:25])=[NH:8])[S:11][CH:12]=1)[C:27]1[CH:32]=[CH:31][CH:30]=[CH:29][CH:28]=1. Reported procedure: 177 mg N-(2,6-dimethoxybenzyl)-N′-(4-pyrrolidine-2-yl-1,3-thiazole-2-yl)guanidine, Example 147 free base, 100 mg of benzyl bromide and 870 mg polymer-bound triazabicyclodecene (1.3 mmol/g, Argonaut) were shaken in 20 ml acetonitrile overnight at room temperature. Chromatography on silica gel (dichloromethane/methanol 0-5%) of the residue obtained following evaporation concentration yielded 112 mg of a white solid; ESI-MS [M+H+]=452.15. Reactants: ClCCl (dichloromethane), C(C)(C)N1N=C(N=C1C=1SC=2CCOC3=C(C2N1)C=CC(=C3)B3OC(C(O3)(C)C)(C)C)C (2-(2-Isopropyl-5-methyl-2H-[1,2,4]triazol-3-yl)-8-(4,4,5,5-tetramethyl-[1,3,2]dioxaborolan-2-yl)-4,5-dihydro-6-oxa-3-thia-1-aza-benzo[e]azulene), C(C)(C)(C)OC(=O)N1CCC=C(C1)OS(=O)(=O)C(F)(F)F (5-trifluoromethanesulfonyloxy-3,6-dihydro-2H-pyridine-1-carboxylic acid tert-butyl ester), C([O-])([O-])=O.[Na+].[Na+] (sodium carbonate). Reagents/catalysts: C=1C=CC(=CC1)[P](C=2C=CC=CC2)(C=3C=CC=CC3)[Pd]([P](C=4C=CC=CC4)(C=5C=CC=CC5)C=6C=CC=CC6)([P](C=7C=CC=CC7)(C=8C=CC=CC8)C=9C=CC=CC9)[P](C=1C=CC=CC1)(C=1C=CC=CC1)C=1C=CC=CC1 (Tetrakis(triphenylphosphine)palladium(0)). Solvent: O (Water), COCCOC (1,2-dimethoxyethane), O (water). Reaction conditions: temperature 80 celsius. Yields the product C(C)(C)(C)OC(=O)N1CCC=C(C1)C1=CC2=C(C=3N=C(SC3CCO2)C=2N(N=C(N2)C)C(C)C)C=C1 (5-[2-(2-Isopropyl-5-methyl-2H-[1,2,4]triazol-3-yl)-4,5-dihydro-6-oxa-3-thia-1-aza-benzo[e]azulen-8-yl]-3,6-dihydro-2H-pyridine-1-carboxylic acid tert-butyl ester). Isolated yield 78.3%. As a reaction SMILES: [CH:1]([N:4]1[C:8]([C:9]2[S:10][C:11]3[CH2:12][CH2:13][O:14][C:15]4[CH:22]=[C:21](B5OC(C)(C)C(C)(C)O5)[CH:20]=[CH:19][C:16]=4[C:17]=3[N:18]=2)=[N:7][C:6]([CH3:32])=[N:5]1)([CH3:3])[CH3:2].[C:33]([O:37][C:38]([N:40]1[CH2:45][C:44](OS(C(F)(F)F)(=O)=O)=[CH:43][CH2:42][CH2:41]1)=[O:39])([CH3:36])([CH3:35])[CH3:34].C(=O)([O-])[O-].[Na+].[Na+].ClCCl>COCCOC.O.C1C=CC([P]([Pd]([P](C2C=CC=CC=2)(C2C=CC=CC=2)C2C=CC=CC=2)([P](C2C=CC=CC=2)(C2C=CC=CC=2)C2C=CC=CC=2)[P](C2C=CC=CC=2)(C2C=CC=CC=2)C2C=CC=CC=2)(C2C=CC=CC=2)C2C=CC=CC=2)=CC=1>[C:33]([O:37][C:38]([N:40]1[CH2:41][C:42]([C:21]2[CH:20]=[CH:19][C:16]3[C:17]4[N:18]=[C:9]([C:8]5[N:4]([CH:1]([CH3:2])[CH3:3])[N:5]=[C:6]([CH3:32])[N:7]=5)[S:10][C:11]=4[CH2:12][CH2:13][O:14][C:15]=3[CH:22]=2)=[CH:43][CH2:44][CH2:45]1)=[O:39])([CH3:36])([CH3:34])[CH3:35] |f:2.3.4,^1:73,75,94,113|. Procedure: 2-(2-Isopropyl-5-methyl-2H-[1,2,4]triazol-3-yl)-8-(4,4,5,5-tetramethyl-[1,3,2]dioxaborolan-2-yl)-4,5-dihydro-6-oxa-3-thia-1-aza-benzo[e]azulene (0.496 g, 0.00110 mol), 5-trifluoromethanesulfonyloxy-3,6-dihydro-2H-pyridine-1-carboxylic acid tert-butyl ester (0.550 g, 0.996 mmol) and sodium carbonate (0.317 g, 0.00299 mol) were dissolved in 1,2-dimethoxyethane (5.6 mL) and water (3.1 mL). The reaction was thoroughly degassed with N2. Tetrakis(triphenylphosphine)palladium(0) (0.115 g, 0.0000996 mol... Procedure: By means of the funnel, there were then slowly added 8 g (0.064 mol) of di-n-propyl acetonitrile prepared by the above-described method. The mixture was heated to 80°-82° C. and was kept at this temperature for 2 hours. It was then cooled to 50°-52° C. and, while this temperature was maintained by gentle external cooling, a solution of 6.2 g (0.09 mol) of sodium nitrite in 10 ml of water was introduced under vigorous stirring and by means of the funnel. When the operation of introduction had bee... Reactants: C(CC)C(C#N)CCC (di-n-propyl acetonitrile), O (water), N(=O)[O-].[Na+] (sodium nitrite), O (water). The product is C(CC)C(C(=O)O)CCC (di-n-propyl acetic acid). As a reaction SMILES: [CH2:1]([CH:4]([CH2:7][CH2:8][CH3:9])[C:5]#N)[CH2:2][CH3:3].N([O-])=[O:11].[Na+].[OH2:14]>>[CH2:1]([CH:4]([CH2:7][CH2:8][CH3:9])[C:5]([OH:11])=[O:14])[CH2:2][CH3:3] |f:1.2|. Reaction conditions: time 2 hour. Yield: 97.0%.